This data is from the Open Reaction Database (ORD), a public repository of structured organic reaction records. The task is: describe an organic reaction: reactants, conditions, products, and yield Starting materials: C(=C)C=1C(=CN=C2C=CC(=NC12)OC)F (8-ethenyl-7-fluoro-2-(methyloxy)-1,5-naphthyridine), F[C@@H]1[C@@H](CNC1)CNC(OCC1=CC=CC=C1)=O ((±)-phenylmethyl {[cis-4-fluoro-3-pyrrolidinyl]methyl}carbamate). Solvent: CCO (EtOH). The product is C1(=CC=CC=C1)COC(NC[C@@H]1CN(C[C@@H]1F)CCC1=C(C=NC2=CC=C(N=C12)OC)F)=O ((±)-phenylmethyl[(cis-4-fluoro-1-{2-[3-fluoro-6-(methyloxy)-1,5-naphthyridin-4-yl]ethyl}-3-pyrrolidinyl)methyl]carbamate). Isolated yield 34.2%. As a reaction SMILES: [CH:1]([C:3]1[C:4]([F:15])=[CH:5][N:6]=[C:7]2[C:12]=1[N:11]=[C:10]([O:13][CH3:14])[CH:9]=[CH:8]2)=[CH2:2].[F:16][C@H:17]1[CH2:21][NH:20][CH2:19][C@H:18]1[CH2:22][NH:23][C:24](=[O:33])[O:25][CH2:26][C:27]1[CH:32]=[CH:31][CH:30]=[CH:29][CH:28]=1>CCO>[C:27]1([CH2:26][O:25][C:24](=[O:33])[NH:23][CH2:22][C@H:18]2[C@@H:17]([F:16])[CH2:21][N:20]([CH2:2][CH2:1][C:3]3[C:12]4[C:7](=[CH:8][CH:9]=[C:10]([O:13][CH3:14])[N:11]=4)[N:6]=[CH:5][C:4]=3[F:15])[CH2:19]2)[CH:32]=[CH:31][CH:30]=[CH:29][CH:28]=1. Reported procedure: To a stirred solution of 8-ethenyl-7-fluoro-2-(methyloxy)-1,5-naphthyridine (0.26 g, 1.28 mmole) in EtOH (5 mL) was added (±)-phenylmethyl {[cis-4-fluoro-3-pyrrolidinyl]methyl}carbamate (0.32 g, 1.28 mmole). After 24 h at 80° C. the reaction contents were purified on silica (CHCl3/MeOH, 9:1 containing 5% NH4OH) affording the title compound (0.20 g, 34%) as a light yellow foam: LC-MS (ES) m/e 457 (M+H)+.